From a dataset of the Open Reaction Database (ORD), a public repository of structured organic reaction records. describe an organic reaction: reactants, conditions, products, and yield The reactants are COc1ccc2c(c1)CC(N)CCC2, CCOC(C)=O, CCO, CC(=O)O, O=Cc1ccccc1, Cl, [H][H]. The product is COc1ccc2c(c1)CC(NCc1ccccc1)CCC2, Cl. As a reaction SMILES: [CH3:1][O:2][c:3]1[cH:4][c:5]2[c:6]([cH:13][cH:14]1)[CH2:7][CH2:8][CH2:9][CH:10]([NH2:12])[CH2:11]2.[CH3:26][CH2:27][O:28][C:29](=[O:30])[CH3:31].[CH3:32][CH2:33][OH:34].[CH3:35][C:36](=[O:37])[OH:38].[CH:15](=[O:16])[c:17]1[cH:18][cH:19][cH:20][cH:21][cH:22]1.[ClH:25].[H:23][H:24]>>[CH3:1][O:2][c:3]1[cH:4][c:5]2[c:6]([cH:13][cH:14]1)[CH2:7][CH2:8][CH2:9][CH:10]([NH:12][CH2:15][c:17]1[cH:18][cH:19][cH:20][cH:21][cH:22]1)[CH2:11]2.[ClH:25].